This data is from the Open Reaction Database (ORD), a public repository of structured organic reaction records. The task is: describe an organic reaction: reactants, conditions, products, and yield Starting materials: CC(C)(C)OC(=O)NC(C)(C=O)c1cccc(Br)c1, CC(=O)O[BH-](OC(C)=O)OC(C)=O, CN, CC(Cl)Cl, [Na+], O. Product: CNCC(C)(NC(=O)OC(C)(C)C)c1cccc(Br)c1. As a reaction SMILES: [Br:1][c:2]1[cH:3][c:4]([C:8]([CH:9]=[O:10])([CH3:11])[NH:12][C:13]([O:14][C:15]([CH3:16])([CH3:17])[CH3:18])=[O:19])[cH:5][cH:6][cH:7]1.[C:22]([O:23][BH-:24]([O:25][C:26](=[O:27])[CH3:28])[O:29][C:30](=[O:31])[CH3:32])(=[O:33])[CH3:34].[CH3:20][NH2:21].[Cl:36][CH:37]([Cl:38])[CH3:39].[Na+:35].[OH2:40]>>[Br:1][c:2]1[cH:3][c:4]([C:8]([CH2:9][NH:21][CH3:20])([CH3:11])[NH:12][C:13]([O:14][C:15]([CH3:16])([CH3:17])[CH3:18])=[O:19])[cH:5][cH:6][cH:7]1. The reactants are C1(C=2C(C(N1)=O)=CC=CC2)=O.[K] (Potassium phthalimide), BrCCCCCCBr (1,6-dibromohexane). The solvent is CN(C=O)C (dimethylformamide). Yields the product BrCCCCCCC1=C2C(C(=O)NC2=O)=CC=C1 (6-bromohexylphthalimide). As a reaction SMILES: [C:1]1(=[O:11])[NH:5][C:4](=[O:6])[C:3]2=[CH:7][CH:8]=[CH:9][CH:10]=[C:2]12.[K].[Br:13][CH2:14][CH2:15][CH2:16][CH2:17][CH2:18][CH2:19]Br>CN(C)C=O>[Br:13][CH2:14][CH2:15][CH2:16][CH2:17][CH2:18][CH2:19][C:10]1[CH:9]=[CH:8][CH:7]=[C:3]2[C:4]([NH:5][C:1](=[O:11])[C:2]=12)=[O:6] |f:0.1,^1:11|. Procedure: Potassium phthalimide (5.4 mmoles) was added to a solution of 1,6-dibromohexane (3.95 g; 16.2 mmoles) in dimethylformamide (8 ml) and heated to 80° C. approx. under stirring. Reaction times and process as per Example 4. Reactants: ClC=1C=C(C2=C(C=CO2)C1)Br (5-chloro-7-bromobenzofuran), C(C1=CC=CC=C1)N1CC(C(CC1)=O)(C)C (1-benzyl-3,3-dimethyl-4-oxopiperidine). The product is Cl.CC1(CNCCC1C1=CC(=CC=2C=COC21)Cl)C (3,3-dimethyl-4-(5-chlorobenzofur-7-yl)piperidine hydrochloride). RXN SMILES: [Cl:1][C:2]1[CH:3]=[C:4](Br)[C:5]2[O:9][CH:8]=[CH:7][C:6]=2[CH:10]=1.C([N:19]1[CH2:24][CH2:23][C:22](=O)[C:21]([CH3:27])([CH3:26])[CH2:20]1)C1C=CC=CC=1>>[ClH:1].[CH3:26][C:21]1([CH3:27])[CH:22]([C:4]2[C:5]3[O:9][CH:8]=[CH:7][C:6]=3[CH:10]=[C:2]([Cl:1])[CH:3]=2)[CH2:23][CH2:24][NH:19][CH2:20]1 |f:2.3|. Procedure: Beginning with 5-chloro-7-bromobenzofuran and 1-benzyl-3,3-dimethyl-4-oxopiperidine, 0.23 gm of the title compound were prepared as an off-white solid essentially as described in EXAMPLE 27. Reactants: C(C)C(C(=O)OCC)C(=O)OCC (Diethyl 2-ethylmalonate), ClC1=CC=C(N)C=C1 (p-chloroaniline). Solvent: C(C)(=O)OCC (ethyl acetate). Run at temperature 130 celsius. Yields the product ClC1=CC=C(C=C1)NC(=O)C(C(=O)OCC)CC (Ethyl 2-(4-chlorophenylcarbamoyl)butyrate). As a reaction SMILES: [CH2:1]([CH:3]([C:9]([O:11]CC)=O)[C:4]([O:6][CH2:7][CH3:8])=[O:5])[CH3:2].[Cl:14][C:15]1[CH:21]=[CH:20][C:18]([NH2:19])=[CH:17][CH:16]=1>C(OCC)(=O)C>[Cl:14][C:15]1[CH:21]=[CH:20][C:18]([NH:19][C:9]([CH:3]([CH2:1][CH3:2])[C:4]([O:6][CH2:7][CH3:8])=[O:5])=[O:11])=[CH:17][CH:16]=1. Procedure details: Diethyl 2-ethylmalonate (8.76 ml) and p-chloroaniline (4 g) were dissolved by heating at 130° C. for 11 hours, and the mixture was cooled and dissolved in ethyl acetate, and further, the mixture was washed successively with 1N hydrochloric acid, aqueous sodium bicarbonate solution, and water, and concentrated under reduced pressure. The resulting residue was subjected to column chromatography on silica gel and eluted with chloroform to give the oily desired product (6.66 g). Starting materials: CC1(OB(OC1(C)C)C1=CC=C(CN2CCN(CC2)C(=O)OC(C)(C)C)C=C1)C (tert-Butyl 4-(4-(4,4,5,5-tetramethyl-1,3,2-dioxaborolan-2-yl)benzyl)piperazine-1-carboxylate), FC1=C(OC2=C3C(=NC=C2)C=C(S3)I)C=CC(=C1)[N+](=O)[O-] (7-(2-Fluoro-4-nitrophenoxy)-2-iodothieno[3,2-b]pyridine), [F-].[Cs+] (CsF), C(=O)(O)[O-].[Na+] (NaHCO3). The reagents and catalysts are C=1C=CC(=CC1)[P](C=2C=CC=CC2)(C=3C=CC=CC3)[Pd]([P](C=4C=CC=CC4)(C=5C=CC=CC5)C=6C=CC=CC6)([P](C=7C=CC=CC7)(C=8C=CC=CC8)C=9C=CC=CC9)[P](C=1C=CC=CC1)(C=1C=CC=CC1)C=1C=CC=CC1 (Pd(PPh3)4). Run in COCCOC (DME), O (H2O), CCOC(=O)C (EtOAc). The product is FC1=C(OC2=C3C(=NC=C2)C=C(S3)C3=CC=C(CN2CCN(CC2)C(=O)OC(C)(C)C)C=C3)C=CC(=C1)[N+](=O)[O-] (tert-Butyl 4-(4-(7-(2-fluoro-4-nitrophenoxy)thieno[3,2-b]pyridin-2-yl)benzyl)piperazine-1-carboxylate). Yield: 50.3%. As a reaction SMILES: CC1(C)C(C)(C)OB([C:9]2[CH:28]=[CH:27][C:12]([CH2:13][N:14]3[CH2:19][CH2:18][N:17]([C:20]([O:22][C:23]([CH3:26])([CH3:25])[CH3:24])=[O:21])[CH2:16][CH2:15]3)=[CH:11][CH:10]=2)O1.[F:30][C:31]1[CH:47]=[C:46]([N+:48]([O-:50])=[O:49])[CH:45]=[CH:44][C:32]=1[O:33][C:34]1[CH:39]=[CH:38][N:37]=[C:36]2[CH:40]=[C:41](I)[S:42][C:35]=12.[F-].[Cs+].C([O-])(O)=O.[Na+]>CCOC(C)=O.C1C=CC([P]([Pd]([P](C2C=CC=CC=2)(C2C=CC=CC=2)C2C=CC=CC=2)([P](C2C=CC=CC=2)(C2C=CC=CC=2)C2C=CC=CC=2)[P](C2C=CC=CC=2)(C2C=CC=CC=2)C2C=CC=CC=2)(C2C=CC=CC=2)C2C=CC=CC=2)=CC=1.COCCOC.O>[F:30][C:31]1[CH:47]=[C:46]([N+:48]([O-:50])=[O:49])[CH:45]=[CH:44][C:32]=1[O:33][C:34]1[CH:39]=[CH:38][N:37]=[C:36]2[CH:40]=[C:41]([C:9]3[CH:28]=[CH:27][C:12]([CH2:13][N:14]4[CH2:19][CH2:18][N:17]([C:20]([O:22][C:23]([CH3:26])([CH3:25])[CH3:24])=[O:21])[CH2:16][CH2:15]4)=[CH:11][CH:10]=3)[S:42][C:35]=12 |f:2.3,4.5,^1:67,69,88,107|. Procedure: Compound 452 (22.36 g, 26.6 mmol), iodide 408 (7.904 g, 19.0 mmol), CsF (8.658 g, 57 mmol), NaHCO3 (4.788 g, 57 mmol) and Pd(PPh3)4 (2.195 g, 1.9 mmol) were combined with a mixture of H2O (25 mL) and DME (100 mL) which was with nitrogen for a half-an-hour and heated to reflux overnight. It was then was cooled to RT, diluted with EtOAc (200 ml), washed with aqueous NaHCO3 (50 mL) and brine (50 mL), and concentrated. The residue was purified by flash column chromatography (eluent pure EtOAc to 5% ... Reactants: ClC(Cl)(OC(OC(Cl)(Cl)Cl)=O)Cl (triphosgene), COC=1C=C2C(=NC=NC2=CC1OC)OC1=CC(=C(N)C=C1)F (4-[(6,7-Dimethoxy-4-quinazolinyl)oxy]-2-fluoro-aniline), FC1=C(CN)C=CC(=C1)F (2,4-difluorobenzylamine). Solvent: C(C)N(CC)CC (triethylamine), C(Cl)(Cl)Cl (chloroform), C(Cl)(Cl)Cl (chloroform). Reaction conditions: time 30 minute. The product is FC1=C(CNC(=O)NC2=C(C=C(C=C2)OC2=NC=NC3=CC(=C(C=C23)OC)OC)F)C=CC(=C1)F (N-(2,4-Difluorobenzyl)-N′-{4-[(6,7-dimethoxy-4-quinazolinyl)oxy]-2fluorophenyl}urea). Yield: 26.0%. Reaction SMILES: [CH3:1][O:2][C:3]1[CH:4]=[C:5]2[C:10](=[CH:11][C:12]=1[O:13][CH3:14])[N:9]=[CH:8][N:7]=[C:6]2[O:15][C:16]1[CH:22]=[CH:21][C:19]([NH2:20])=[C:18]([F:23])[CH:17]=1.ClC(Cl)(O[C:28](=[O:34])OC(Cl)(Cl)Cl)Cl.[F:36][C:37]1[CH:44]=[C:43]([F:45])[CH:42]=[CH:41][C:38]=1[CH2:39][NH2:40]>C(Cl)(Cl)Cl.C(N(CC)CC)C>[F:36][C:37]1[CH:44]=[C:43]([F:45])[CH:42]=[CH:41][C:38]=1[CH2:39][NH:40][C:28]([NH:20][C:19]1[CH:21]=[CH:22][C:16]([O:15][C:6]2[C:5]3[C:10](=[CH:11][C:12]([O:13][CH3:14])=[C:3]([O:2][CH3:1])[CH:4]=3)[N:9]=[CH:8][N:7]=2)=[CH:17][C:18]=1[F:23])=[O:34]. Procedure details: 4-[(6,7-Dimethoxy-4-quinazolinyl)oxy]-2-fluoro-aniline (50 mg) was dissolved in chloroform (3 ml) and triethylamine (0.3 ml), and a solution of triphosgene (47 mg) in chloroform was then added to the solution. The mixture was stirred at room temperature for 30 min. Next, 2,4-difluorobenzylamine (28 μl) was added to the reaction solution, and the mixture was further stirred at room temperature overnight. The precipitated crystal was collected by filtration and was washed to give 20 mg (yield 26%)...